From a dataset of the Open Reaction Database (ORD), a public repository of structured organic reaction records. describe an organic reaction: reactants, conditions, products, and yield Starting materials: ice water, [H-].[Na+] (Sodium hydride), CC1=C(C(=CC(=C1)C1=CC=NC=C1)C)O (2,6-dimethyl-4-(pyridin-4-yl)phenol), ClC1=C2C(=NC(=N1)Cl)NN=C2 (4,6-dichloro-1H-pyrazolo[3,4-d]pyrimidine). Conditions: time 30 minute. The product is CC1=C(OC2=C3C(=NC(=N2)Cl)NN=C3)C(=CC(=C1)C1=CC=NC=C1)C (4-(2,6-Dimethyl-4-(pyridin-4-yl)phenoxy)-6-chloro-1H-pyrazolo[3,4-d]pyrimidine). As a reaction SMILES: [H-].[Na+].[CH3:3][C:4]1[CH:9]=[C:8]([C:10]2[CH:15]=[CH:14][N:13]=[CH:12][CH:11]=2)[CH:7]=[C:6]([CH3:16])[C:5]=1[OH:17].Cl[C:19]1[N:24]=[C:23]([Cl:25])[N:22]=[C:21]2[NH:26][N:27]=[CH:28][C:20]=12>>[CH3:3][C:4]1[CH:9]=[C:8]([C:10]2[CH:11]=[CH:12][N:13]=[CH:14][CH:15]=2)[CH:7]=[C:6]([CH3:16])[C:5]=1[O:17][C:19]1[N:24]=[C:23]([Cl:25])[N:22]=[C:21]2[NH:26][N:27]=[CH:28][C:20]=12 |f:0.1|. Reported procedure: Sodium hydride (1.2 eq) is added to 2,6-dimethyl-4-(pyridin-4-yl)phenol (prepared according to literature procedures, see Combellas et al., Tetrahedron Letters, 1992, 33, 4923) (1.2 eq) in 1-methyl-2-pyrridone (2 ml/mmol) at 0° C. The reaction mixture is stirred at room temperature for 30 min and a solution of 4,6-dichloro-1H-pyrazolo[3,4-d]pyrimidine (1 eq) in 1-methyl-2-pyrridone (1 ml/mmol) is added. The resulting mixture is heated to 100° C. for 16 h, cooled to room temperature, poured into ...